This data is from the Open Reaction Database (ORD), a public repository of structured organic reaction records. The task is: describe an organic reaction: reactants, conditions, products, and yield Reactants: Brc1nccs1, NCCN1CCC(Nc2nc3ccccc3n2Cc2ccc(F)cc2)C1, c1ccncc1. Yields the product Fc1ccc(Cn2c(NC3CCN(CCNc4nccs4)C3)nc3ccccc32)cc1. Reaction SMILES: [Br:1][c:2]1[s:3][cH:4][cH:5][n:6]1.[NH2:7][CH2:8][CH2:9][N:10]1[CH2:11][CH:12]([NH:15][c:16]2[n:17][c:18]3[c:19]([n:20]2[CH2:21][c:22]2[cH:23][cH:24][c:25]([F:28])[cH:26][cH:27]2)[cH:29][cH:30][cH:31][cH:32]3)[CH2:13][CH2:14]1.[cH:33]1[cH:34][cH:35][n:36][cH:37][cH:38]1>>[c:2]1([NH:7][CH2:8][CH2:9][N:10]2[CH2:11][CH:12]([NH:15][c:16]3[n:17][c:18]4[c:19]([n:20]3[CH2:21][c:22]3[cH:23][cH:24][c:25]([F:28])[cH:26][cH:27]3)[cH:29][cH:30][cH:31][cH:32]4)[CH2:13][CH2:14]2)[s:3][cH:4][cH:5][n:6]1. Starting materials: BrC1=NC=CC=C1 (2-bromopyridine), ice water, COC1=CC=C(C=C1)C=1N=C(NC1C1=CC=C(C=C1)OC)S (4,5-bis(4-methoxyphenyl)-2-mercaptoimidazole), [H-].[Na+] (sodium hydride). The solvent is CN(C=O)C (dimethylformamide), CN(C=O)C (dimethylformamide). Conditions: time 30 minute. Yields the product COC1=CC=C(C=C1)C=1N=C(NC1C1=CC=C(C=C1)OC)SC1=NC=CC=C1 (4,5-bis(4-methoxyphenyl)-2-(2-pyridylthio)imidazole). The yield is 75.6%. RXN SMILES: [CH3:1][O:2][C:3]1[CH:8]=[CH:7][C:6]([C:9]2[N:10]=[C:11]([SH:22])[NH:12][C:13]=2[C:14]2[CH:19]=[CH:18][C:17]([O:20][CH3:21])=[CH:16][CH:15]=2)=[CH:5][CH:4]=1.[H-].[Na+].Br[C:26]1[CH:31]=[CH:30][CH:29]=[CH:28][N:27]=1>CN(C)C=O>[CH3:21][O:20][C:17]1[CH:18]=[CH:19][C:14]([C:13]2[N:12]=[C:11]([S:22][C:26]3[CH:31]=[CH:30][CH:29]=[CH:28][N:27]=3)[NH:10][C:9]=2[C:6]2[CH:7]=[CH:8][C:3]([O:2][CH3:1])=[CH:4][CH:5]=2)=[CH:15][CH:16]=1 |f:1.2|. Procedure details: 3.12 g of 4,5-bis(4-methoxyphenyl)-2-mercaptoimidazole is dissolved in 50 ml of absolute dimethylformamide and combined with 0.3 g of sodium hydride (80% strength in white oil). The mixture is stirred for 30 minutes, and then 1.74 g of 2-bromopyridine in 25 ml of dimethylformamide is added dropwise thereto. The reaction mixture is stirred at room temperature under argon for 30 hours. Then the solution is poured into 300 ml of ice water, the product is extracted with ethyl acetate, the organic so... Reactants: C(=C)C1=CC=NC=C1 (4-vinylpyridine), C(C)(C)(C)C=1C=C(C(=S)S)C=C(C1O)C(C)(C)C (3,5-di-t-butyl-4-hydroxydithiobenzoic acid). Run in C1(=CC=CC=C1)C (toluene). Yields the product C(C)(C)(C)C=1C=C(C(=S)SCCC2=CC=NC=C2)C=C(C1O)C(C)(C)C (2-(4-pyridyl)ethyl 3,5-di-t-butyl-4-hydroxydithiobenzoate). Reaction SMILES: [CH:1]([C:3]1[CH:8]=[CH:7][N:6]=[CH:5][CH:4]=1)=[CH2:2].[C:9]([C:13]1[CH:14]=[C:15]([CH:19]=[C:20]([C:23]([CH3:26])([CH3:25])[CH3:24])[C:21]=1[OH:22])[C:16]([SH:18])=[S:17])([CH3:12])([CH3:11])[CH3:10]>C1(C)C=CC=CC=1>[C:9]([C:13]1[CH:14]=[C:15]([CH:19]=[C:20]([C:23]([CH3:26])([CH3:25])[CH3:24])[C:21]=1[OH:22])[C:16]([S:18][CH2:2][CH2:1][C:3]1[CH:8]=[CH:7][N:6]=[CH:5][CH:4]=1)=[S:17])([CH3:12])([CH3:11])[CH3:10]. Procedure: A solution of 6.6 g (0.062 mol) 4-vinylpyridine and 14.1 g (0.05 mol) 3,5-di-t-butyl-4-hydroxydithiobenzoic acid in 50 ml toluene was refluxed for 6 hours. On cooling, the product (via anti-Markovnikov addition) crystallized from the reaction mixture. After recrystallization from chloroform, the product melted at 191°-193° C. Elemental analysis of the product is tabulated in Table I. Starting materials: [N+](=O)([O-])C1=CC=C2CCC(C2=C1)=O (6-nitro-1-indanone), [BH4-].[Na+] (sodium borohydride). Run in CO (methanol). Run at temperature 25 celsius, time 8 hour. Product: [N+](=O)([O-])C1=CC=C2CCC(C2=C1)O (6-Nitro-1-Indanol). As a reaction SMILES: [N+:1]([C:4]1[CH:12]=[C:11]2[C:7]([CH2:8][CH2:9][C:10]2=[O:13])=[CH:6][CH:5]=1)([O-:3])=[O:2].[BH4-].[Na+]>CO>[N+:1]([C:4]1[CH:12]=[C:11]2[C:7]([CH2:8][CH2:9][CH:10]2[OH:13])=[CH:6][CH:5]=1)([O-:3])=[O:2] |f:1.2|. Procedure: A solution of 6-nitro-1-indanone (18.9 g, 107 mmol) in methanol (300 mL) was cooled to 0° C. and sodium borohydride (4.04 g, 107 mmol) was added in several small portions. The reaction was then stirred overnight at 25° C. The solution was quenched at 0° C. with methanolic hydrochloric acid (200 mL), concentrated under reduced pressure, redissolved in dichloromethane, washed with water, and the organic layer reconcentrated to provide the crude alcohol as a brown solid which was used without furth... Reactants: COC1=NC=CC=C1C1=CC=C2C=NC(=NN21)O (7-(2-Methoxy-pyridin-3-yl)-pyrrolo[2,1-f][1,2,4]triazin-2-ol), C(C)(C)(C)OC(=O)N1CC(C(CC1)C1=CC(=C(C=C1)N)OC)(F)F ((±)-4-(4-amino-3-methoxy-phenyl)-3,3-difluoro-piperidine-1-carboxylic acid tert-butyl ester). The product is FC1(CNCCC1C1=CC(=C(C=C1)NC1=NN2C(C=N1)=CC=C2C=2C(=NC=CC2)OC)OC)F ((±)-[4-(3,3-Difluoro-piperidin-4-yl)-2-methoxy-phenyl]-[7-(2-methoxy-pyridin-3-yl)-pyrrolo[2,1-f][1,2,4]triazin-2-yl]-amine). RXN SMILES: [CH3:1][O:2][C:3]1[C:8]([C:9]2[N:17]3[C:12]([CH:13]=[N:14][C:15](O)=[N:16]3)=[CH:11][CH:10]=2)=[CH:7][CH:6]=[CH:5][N:4]=1.C(OC([N:26]1[CH2:31][CH2:30][CH:29]([C:32]2[CH:37]=[CH:36][C:35]([NH2:38])=[C:34]([O:39][CH3:40])[CH:33]=2)[C:28]([F:42])([F:41])[CH2:27]1)=O)(C)(C)C>>[F:42][C:28]1([F:41])[CH:29]([C:32]2[CH:37]=[CH:36][C:35]([NH:38][C:15]3[N:14]=[CH:13][C:12]4=[CH:11][CH:10]=[C:9]([C:8]5[C:3]([O:2][CH3:1])=[N:4][CH:5]=[CH:6][CH:7]=5)[N:17]4[N:16]=3)=[C:34]([O:39][CH3:40])[CH:33]=2)[CH2:30][CH2:31][NH:26][CH2:27]1. Procedure details: 7-(2-Methoxy-pyridin-3-yl)-pyrrolo[2,1-f][1,2,4]triazin-2-ol (prepared as described in U.S. Pat. No. 8,471,005/Appl. WO2010071885; 65 mg, 0.27 mmol) and (±)-4-(4-amino-3-methoxy-phenyl)-3,3-difluoro-piperidine-1-carboxylic acid tert-butyl ester (100 mg, 0.29 mmol) were converted to the title compound by a procedure similar to Example 4, to afford a yellow foam (86 mg, 69% yield). 1H NMR (CDCl3): 8.72 (s, 1H), 8.49 (d, J=7.4 Hz, 1H), 8.28 (d, J=8.2 Hz, 1H), 8.24 (m, 1H), 7.51 (s, 1H), 7.14 (d, J=... Reactants: C([O-])([O-])=O.[Na+].[Na+] (sodium carbonate), C(C)(C)(C)OC(N(C)CC1=CN(C(=C1)Br)S(=O)(=O)C=1C=NC(=CC1)OC)=O (tert-butyl({5-bromo-1-[(6-methoxypyridin-3-yl)sulfonyl]-1H-pyrrol-3-yl}methyl)methylcarbamate), FC1=NC=CC=C1B(O)O ((2-fluoropyridin-3-yl)boronic acid). The reagents and catalysts are C=1C=CC(=CC1)[P](C=2C=CC=CC2)(C=3C=CC=CC3)[Pd]([P](C=4C=CC=CC4)(C=5C=CC=CC5)C=6C=CC=CC6)([P](C=7C=CC=CC7)(C=8C=CC=CC8)C=9C=CC=CC9)[P](C=1C=CC=CC1)(C=1C=CC=CC1)C=1C=CC=CC1 (tetrakis(triphenylphosphine)palladium). Yields the product C(C)(C)(C)OC(N(C)CC1=CN(C(=C1)C=1C(=NC=CC1)F)S(=O)(=O)C=1C=NC(=CC1)OC)=O (tert-butyl({5-(2-fluoropyridin-3-yl)-1-[(6-methoxypyridin-3-yl)sulfonyl]-1H-pyrrol-3-yl}methyl)methylcarbamate), oil. Yield: 45.0%. As a reaction SMILES: [C:1]([O:5][C:6](=[O:27])[N:7]([CH2:9][C:10]1[CH:14]=[C:13](Br)[N:12]([S:16]([C:19]2[CH:20]=[N:21][C:22]([O:25][CH3:26])=[CH:23][CH:24]=2)(=[O:18])=[O:17])[CH:11]=1)[CH3:8])([CH3:4])([CH3:3])[CH3:2].[F:28][C:29]1[C:34](B(O)O)=[CH:33][CH:32]=[CH:31][N:30]=1.C(=O)([O-])[O-].[Na+].[Na+]>C1C=CC([P]([Pd]([P](C2C=CC=CC=2)(C2C=CC=CC=2)C2C=CC=CC=2)([P](C2C=CC=CC=2)(C2C=CC=CC=2)C2C=CC=CC=2)[P](C2C=CC=CC=2)(C2C=CC=CC=2)C2C=CC=CC=2)(C2C=CC=CC=2)C2C=CC=CC=2)=CC=1>[C:1]([O:5][C:6](=[O:27])[N:7]([CH2:9][C:10]1[CH:14]=[C:13]([C:34]2[C:29]([F:28])=[N:30][CH:31]=[CH:32][CH:33]=2)[N:12]([S:16]([C:19]2[CH:20]=[N:21][C:22]([O:25][CH3:26])=[CH:23][CH:24]=2)(=[O:18])=[O:17])[CH:11]=1)[CH3:8])([CH3:4])([CH3:3])[CH3:2] |f:2.3.4,^1:47,49,68,87|. Procedure details: By a similar operation as in Reference Example 79 and using tert-butyl({5-bromo-1-[(6-methoxypyridin-3-yl)sulfonyl]-1H-pyrrol-3-yl}methyl)methylcarbamate (463 mg), (2-fluoropyridin-3-yl)boronic acid (172 mg), sodium carbonate (260 mg) and tetrakis(triphenylphosphine)palladium (176 mg), the title compound was obtained as a pale-yellow oil (yield 293 mg, 45%). Reactants: N1CCCCC1 (piperidine), C(C)(=O)O (acetic acid), COC=1C=C(C=O)C=CC1OC (3,4-Dimethoxybenzaldehyde). The solvent is CC(=O)C (acetone). Yields the product COC=1C=C(C=CC1OC)C=CC(C)=O (4-(3,4-dimethoxyphenyl)-3-buten-2-one). Isolated yield 56.4%. RXN SMILES: [CH3:1][O:2][C:3]1[CH:4]=[C:5]([CH:8]=[CH:9][C:10]=1[O:11][CH3:12])[CH:6]=O.N1CC[CH2:16][CH2:15][CH2:14]1.C(O)(=[O:21])C>CC(C)=O>[CH3:1][O:2][C:3]1[CH:4]=[C:5]([CH:6]=[CH:14][C:15](=[O:21])[CH3:16])[CH:8]=[CH:9][C:10]=1[O:11][CH3:12]. Reported procedure: 3,4-Dimethoxybenzaldehyde (30.1 g) was dissolved in acetone (900 ml), and then piperidine (23.2 ml) and acetic acid (13.4 ml) were added prior to reflux for 4 hours. After distilling off the reaction solvent under reduced pressure, it was dissolved in 600 ml of ethyl acetate and washed with saturated sodium bicarbonate water and saturated saline. After drying with anhydrous magnesium sulfate, the solvent was distilled off under reduced pressure producing yellow crystals which were then washed in...